Task: describe an organic reaction: reactants, conditions, products, and yield. Dataset: the Open Reaction Database (ORD), a public repository of structured organic reaction records Starting materials: CCO, Clc1cccc2ncnc(Cl)c12, Nc1ccccc1. The product is Cl, Clc1cccc2ncnc(Nc3ccccc3)c12. Reaction SMILES: [CH3:20][CH2:21][OH:22].[Cl:1][c:2]1[n:3][cH:4][n:5][c:6]2[cH:7][cH:8][cH:9][c:10]([Cl:12])[c:11]12.[NH2:13][c:14]1[cH:15][cH:16][cH:17][cH:18][cH:19]1>>[ClH:1].[c:2]1([NH:13][c:14]2[cH:15][cH:16][cH:17][cH:18][cH:19]2)[n:3][cH:4][n:5][c:6]2[cH:7][cH:8][cH:9][c:10]([Cl:12])[c:11]12.